The task is: describe an organic reaction: reactants, conditions, products, and yield. This data is from the Open Reaction Database (ORD), a public repository of structured organic reaction records. Reactants: C(C1=CC=CC=C1)NC(=O)N1N(CC(N2[C@@H]1CN(C([C@@H]2CC2=C(C=C(C=C2)O)F)=O)CC2=NC(=CC=C2)F)=O)CC=C ((6S,9aS)-N-benzyl-6-((2-fluoro-4-hydroxyphenyl)methyl)-8-((6-fluoropyridin-2-yl)methyl)-4,7-dioxo-2-(prop-2-en-1-yl)-octahydro-1H-pyrazino[2,1-c][1,2,4]triazine-1-carboxamide), resultant mixture, CN1CCCC1=O (NMP), N1CC(C1)N1C[C@H](N(CC1)C)C ((2R)-4-(azetidin-3-yl)-1,2-dimethylpiperazine), C(C1=CC=CC=C1)C1=CC=CC=C1 (benzylbenzene). Run in O (water). The product is C(C1=CC=CC=C1)NC(=O)N1N(CC(N2[C@@H]1CN(C([C@@H]2CC2=C(C=C(C=C2)O)F)=O)CC2=NC(=CC=C2)N2CC(C2)N2C[C@H](N(CC2)C)C)=O)CC=C ((6S,9aS)-N-Benzyl-8-((6-(3-((3R)-3,4-dimethylpiperazin-1-yl)azetidin-1-yl)pyridin-2-yl)methyl)-6-((2-fluoro-4-hydroxyphenyl)methyl)-4,7-dioxo-2-(prop-2-en-1-yl)-octahydro-1H-pyrazino[2,1-c][1,2,4]triazine-1-carboxamide). Yield: 42.9%. RXN SMILES: [CH2:1]([NH:8][C:9]([N:11]1[C@H:16]2[CH2:17][N:18]([CH2:31][C:32]3[CH:37]=[CH:36][CH:35]=[C:34](F)[N:33]=3)[C:19](=[O:30])[C@H:20]([CH2:21][C:22]3[CH:27]=[CH:26][C:25]([OH:28])=[CH:24][C:23]=3[F:29])[N:15]2[C:14](=[O:39])[CH2:13][N:12]1[CH2:40][CH:41]=[CH2:42])=[O:10])[C:2]1[CH:7]=[CH:6][CH:5]=[CH:4][CH:3]=1.CN1C(=O)CCC1.[NH:50]1[CH2:53][CH:52]([N:54]2[CH2:59][CH2:58][N:57]([CH3:60])[C@H:56]([CH3:61])[CH2:55]2)[CH2:51]1.C(C1C=CC=CC=1)C1C=CC=CC=1>O>[CH2:1]([NH:8][C:9]([N:11]1[C@H:16]2[CH2:17][N:18]([CH2:31][C:32]3[CH:37]=[CH:36][CH:35]=[C:34]([N:50]4[CH2:53][CH:52]([N:54]5[CH2:59][CH2:58][N:57]([CH3:60])[C@H:56]([CH3:61])[CH2:55]5)[CH2:51]4)[N:33]=3)[C:19](=[O:30])[C@H:20]([CH2:21][C:22]3[CH:27]=[CH:26][C:25]([OH:28])=[CH:24][C:23]=3[F:29])[N:15]2[C:14](=[O:39])[CH2:13][N:12]1[CH2:40][CH:41]=[CH2:42])=[O:10])[C:2]1[CH:7]=[CH:6][CH:5]=[CH:4][CH:3]=1. Procedure details: To a mixed solution of (6S,9aS)-N-benzyl-6-((2-fluoro-4-hydroxyphenyl)methyl)-8-((6-fluoropyridin-2-yl)methyl)-4,7-dioxo-2-(prop-2-en-1-yl)-octahydro-1H-pyrazino[2,1-c][1,2,4]triazine-1-carboxamide (20.0 mg, 0.0347 mmol) described in Production Example 1-1-6 and NMP (2.0 mL) was added a mixture (59.0 mg) of (2R)-4-(azetidin-3-yl)-1,2-dimethylpiperazine and benzylbenzene described in Production Example 5-3 at room temperature. The resultant mixture was irradiated with a microwave at 140° C. for 1...